This data is from the Open Reaction Database (ORD), a public repository of structured organic reaction records. The task is: describe an organic reaction: reactants, conditions, products, and yield Starting materials: C(Cl)Cl (DCM), NN (hydrazine), CC=1C=C(C=CC1OC1=CC=CC=C1)NC1=NC=NC2=CC=C(C=C12)C=O (4-(3-methyl-4-phenoxyphenylamino)-quinazoline-6-carbaldehyde). The solvent is CC(C)O (IPA). Run at time 4 hour. Yields the product N(N)=CC=1C=C2C(=NC=NC2=CC1)NC1=CC(=C(C=C1)OC1=CC=CC=C1)C ((6-Hydrazonomethylquinazolin-4-yl)-(3-methyl-4-phenoxyphenyl)amine), hydrazone. As a reaction SMILES: [NH2:1][NH2:2].[CH3:3][C:4]1[CH:5]=[C:6]([NH:17][C:18]2[C:27]3[C:22](=[CH:23][CH:24]=[C:25]([CH:28]=O)[CH:26]=3)[N:21]=[CH:20][N:19]=2)[CH:7]=[CH:8][C:9]=1[O:10][C:11]1[CH:16]=[CH:15][CH:14]=[CH:13][CH:12]=1.C(Cl)Cl>CC(O)C>[N:1](=[CH:28][C:25]1[CH:26]=[C:27]2[C:22](=[CH:23][CH:24]=1)[N:21]=[CH:20][N:19]=[C:18]2[NH:17][C:6]1[CH:7]=[CH:8][C:9]([O:10][C:11]2[CH:12]=[CH:13][CH:14]=[CH:15][CH:16]=2)=[C:4]([CH3:3])[CH:5]=1)[NH2:2]. Procedure details: (6-Hydrazonomethylquinazolin-4-yl)-(3-methyl-4-phenoxyphenyl)amine is prepared by adding hydrazine (50 mg, 1.00 mmol) to a solution of 4-(3-methyl-4-phenoxyphenylamino)-quinazoline-6-carbaldehyde (250 mg, 0.70 mmol) in a 1:1 mixture of DCM:IPA (6 mL). After stirring at room temperature for 4 hours, excess hydrazine and solvent are removed under reduced pressure to give the desired hydrazone as a brown solid which is carried forward without purification. RXN SMILES: [CH3:1][O:2][C:3]1[C:4]2[S:20][CH:19]=[CH:18][C:5]=2[C:6]2[CH:7]=[C:8]([O:16][CH3:17])[C:9]3[S:15][CH:14]=[CH:13][C:10]=3[C:11]=2[CH:12]=1.[C:21]1([CH3:31])[CH:26]=[CH:25][C:24](S(O)(=O)=O)=[CH:23][CH:22]=1.C(O)[CH2:33][CH2:34][CH2:35][CH2:36][CH2:37][CH2:38][CH2:39][CH2:40][CH2:41][CH2:42][CH3:43].[CH3:45][CH2:46][CH2:47][CH2:48]CC>CCCCCC.ClCCl>[CH2:17]([O:16][C:8]1[C:9]2[S:15][CH:14]=[CH:13][C:10]=2[C:11]2[CH:12]=[C:3]([O:2][CH2:1][CH2:45][CH2:46][CH2:47][CH2:48][CH2:22][CH2:23][CH2:24][CH2:25][CH2:26][CH2:21][CH3:31])[C:4]3[S:20][CH:19]=[CH:18][C:5]=3[C:6]=2[CH:7]=1)[CH2:43][CH2:42][CH2:41][CH2:40][CH2:39][CH2:38][CH2:37][CH2:36][CH2:35][CH2:34][CH3:33] |f:4.5|. Solvent: CCCCCC.ClCCl (hexane dichloromethane). Run at temperature 180 celsius. Reported procedure: 5,10-Dimethoxy-1,6-dithia-dicyclopenta[a,f]naphthalene 7 (230 mg, 0.77 mmol) and 145 mg (0.77 mmol) of toluene-4-sulfonic acid (CH3C6H4SO3H.H2O) and 7 mL of 1-dodecanol was added into a 50 mL 3-neck flask equipped with a condenser. The system was heated at 180° C. overnight under argon before it was cooled down to room temperature. Hexane (50 mL) was added and the organic layer was washed with saturated NaHCO3 before the solvent was removed under vacuum. Excess 1-dodecanol was distilled out unde... The reactants are COC=1C2=C(C=3C=C(C4=C(C3C1)C=CS4)OC)C=CS2 (5,10-dimethoxy-1,6-dithia-dicyclopenta[a,f]naphthalene), C1(=CC=C(C=C1)S(=O)(=O)O)C (toluene-4-sulfonic acid), C(CCCCCCCCCCC)O (1-dodecanol), CCCCCC (Hexane). The product is C(CCCCCCCCCCC)OC=1C2=C(C=3C=C(C4=C(C3C1)C=CS4)OCCCCCCCCCCCC)C=CS2 (5,10-bis-dodecyloxy-1,6-dithia-dicyclopenta[a,f]naphthalene). Isolated yield 68.2%. Starting materials: C(N)(=O)C1=CC(=CS1)C1=CN(C2=C1C(NC=C2C(=O)OC)=O)C2CCCC2 (methyl 3-(5-carbamoyl-3-thienyl)-1-cyclopentyl-4-oxo-4,5-dihydro-1H-pyrrolo[3,2-c]pyridine-7-carboxylate), C1CCOC1 (THF), CO (methanol), [BH4-].[Li+] (lithium borohydride). The solvent is O (water). Conditions: time 8 hour. Product: C1(CCCC1)N1C=C(C=2C(NC=C(C21)CO)=O)C=2C=C(SC2)C(=O)N (4-(1-cyclopentyl-7-(hydroxymethyl)-4-oxo-4,5-dihydro-1H-pyrrolo[3,2-c]pyridin-3-yl)thiophene-2-carboxamide). Yield: 28.8%. Reaction SMILES: [C:1]([C:4]1[S:8][CH:7]=[C:6]([C:9]2[C:13]3[C:14](=[O:22])[NH:15][CH:16]=[C:17]([C:18](OC)=[O:19])[C:12]=3[N:11]([CH:23]3[CH2:27][CH2:26][CH2:25][CH2:24]3)[CH:10]=2)[CH:5]=1)(=[O:3])[NH2:2].C1COCC1.CO.[BH4-].[Li+]>O>[CH:23]1([N:11]2[C:12]3[C:17]([CH2:18][OH:19])=[CH:16][NH:15][C:14](=[O:22])[C:13]=3[C:9]([C:6]3[CH:5]=[C:4]([C:1]([NH2:2])=[O:3])[S:8][CH:7]=3)=[CH:10]2)[CH2:24][CH2:25][CH2:26][CH2:27]1 |f:3.4|. Procedure details: To a solution of methyl 3-(5-carbamoyl-3-thienyl)-1-cyclopentyl-4-oxo-4,5-dihydro-1H-pyrrolo[3,2-c]pyridine-7-carboxylate (30 mg) obtained in Example 34 in a mixed solvent of THF (0.5 mL) and methanol (0.5 mL) was added lithium borohydride (4.4 mg), and the mixture was stirred overnight at room temperature. To the reaction mixture was added water, and the mixture was extracted with ethyl acetate. The organic layer was washed with saturated brine, dried over anhydrous sodium sulfate, and concentr... Starting materials: NC1=CC=C(C=C1)C=1CCC(NN1)=O (6-(4-aminophenyl)-4,5-dihydropyridazin-3(2H)one), C(C)OC=C(C(=O)OCC)C(=O)OCC (diethyl ethoxymethylenemalonate). The solvent is C(C)O (ethanol). The product is C(C)OC(=O)C(=CNC1=CC=C(C=C1)C=1CCC(NN1)=O)C(=O)OCC (6-[4-(2,2-bis(ethoxycarbonyl)vinyl)aminophenyl]-4,5-dihydropyridazin-3(2H)one). As a reaction SMILES: [NH2:1][C:2]1[CH:7]=[CH:6][C:5]([C:8]2[CH2:9][CH2:10][C:11](=[O:14])[NH:12][N:13]=2)=[CH:4][CH:3]=1.C(O[CH:18]=[C:19]([C:25]([O:27][CH2:28][CH3:29])=[O:26])[C:20]([O:22][CH2:23][CH3:24])=[O:21])C>C(O)C>[CH2:28]([O:27][C:25]([C:19]([C:20]([O:22][CH2:23][CH3:24])=[O:21])=[CH:18][NH:1][C:2]1[CH:7]=[CH:6][C:5]([C:8]2[CH2:9][CH2:10][C:11](=[O:14])[NH:12][N:13]=2)=[CH:4][CH:3]=1)=[O:26])[CH3:29]. Procedure details: A solution containing 0.38 g of 6-(4-aminophenyl)-4,5-dihydropyridazin-3(2H)one and 0.45 g of diethyl ethoxymethylenemalonate in 5 ml of dry ethanol was refluxed for 1.5 h. After cooling the product was filtered and washed with ethanol. Yield 0.3 g, mp 164° C.